describe an organic reaction: reactants, conditions, products, and yield From a dataset of the Open Reaction Database (ORD), a public repository of structured organic reaction records. Reactants: C(C1=CC=CC=C1)OC1=CC(=CC2=C1N(C=N2)C)Br (7-(benzyloxy)-5-bromo-1-methyl-1H-benzo[d]imidazole), COC=1C=C(C=CC1OC)B(O)O (3,4-dimethoxy phenyl boronic acid), C(=O)([O-])[O-].[Cs+].[Cs+] (Cs2CO3), COCCOC (DME). Reagents/catalysts: PEPPSI″-IPr. Solvent: O (water). Reaction conditions: temperature 110 celsius. Product: C(C1=CC=CC=C1)OC1=CC(=CC2=C1N(C=N2)C)C2=CC(=C(C=C2)OC)OC (7-(benzyloxy)-5-(3,4-dimethoxyphenyl)-1-methyl-1H-benzo[d]imidazole). As a reaction SMILES: [CH2:1]([O:8][C:9]1[C:14]2[N:15]([CH3:18])[CH:16]=[N:17][C:13]=2[CH:12]=[C:11](Br)[CH:10]=1)[C:2]1[CH:7]=[CH:6][CH:5]=[CH:4][CH:3]=1.[CH3:20][O:21][C:22]1[CH:23]=[C:24](B(O)O)[CH:25]=[CH:26][C:27]=1[O:28][CH3:29].C([O-])([O-])=O.[Cs+].[Cs+].COCCOC>O>[CH2:1]([O:8][C:9]1[C:14]2[N:15]([CH3:18])[CH:16]=[N:17][C:13]=2[CH:12]=[C:11]([C:25]2[CH:24]=[CH:23][C:22]([O:21][CH3:20])=[C:27]([O:28][CH3:29])[CH:26]=2)[CH:10]=1)[C:2]1[CH:7]=[CH:6][CH:5]=[CH:4][CH:3]=1 |f:2.3.4|. Procedure: To a mixture 7-(benzyloxy)-5-bromo-1-methyl-1H-benzo[d]imidazole 2.51 (105 mg, 0.33 mmol), 3,4-dimethoxy phenyl boronic acid (72 mg, 0.39 mmol), Cs2CO3 (294 mg, 0.90 mmol) and PEPPSI″-IPr catalyst (10.2 mg, 0.015 mmol) was added DME and water (1:1, 3 mL) and the reaction was heated to 110° C. for 1 hr. The reaction mixture was concentrated and purified by flash chromatography (SiO2, 0% MeOH/EtOAc to 20% MeOHEtOAc/MeOH) to afford 7-(benzyloxy)-5-(3,4-dimethoxyphenyl)-1-methyl-1H-benzo[d]imidazole... The reactants are C1CCOC1, CN, O=C([O-])c1c(O)cccc1O. Product: NC(=O)c1c(O)cccc1O. RXN SMILES: [CH2:14]1[O:15][CH2:16][CH2:17][CH2:18]1.[CH3:12][NH2:13].[OH:1][c:2]1[c:3]([C:4](=[O:5])[O-:6])[c:7]([OH:11])[cH:8][cH:9][cH:10]1>>[OH:1][c:2]1[c:3]([C:4](=[O:5])[NH2:13])[c:7]([OH:11])[cH:8][cH:9][cH:10]1. The reactants are CNC (dimethylamine), ClC1=CC=C2C(=C(N(C2=C1)C)C(=O)OC)C(CC(=O)OCC)=O (ethyl 3-[6-chloro-2-(methoxycarbonyl)-1-methyl-1H-indol-3-yl]-3-oxo-propanoate). Reagents/catalysts: CN(C)C1=CC=NC=C1 (4-(N,N-dimethyl)aminopyridine). The solvent is C1(=CC=CC=C1)C (toluene). Conditions: temperature 100 celsius, time 20 hour. Yields the product ClC1=CC=C2C(=C(N(C2=C1)C)C(=O)OC)C(CC(=O)N(C)C)=O (3-[6-chloro-2-(methoxycarbonyl)-1-methyl-1H-indol-3-yl]-N,N-dimethyl-3-oxopropanamide). Reaction SMILES: [CH3:1][NH:2][CH3:3].[Cl:4][C:5]1[CH:13]=[C:12]2[C:8]([C:9]([C:19](=[O:26])[CH2:20][C:21](OCC)=[O:22])=[C:10]([C:15]([O:17][CH3:18])=[O:16])[N:11]2[CH3:14])=[CH:7][CH:6]=1>CN(C1C=CN=CC=1)C.C1(C)C=CC=CC=1>[Cl:4][C:5]1[CH:13]=[C:12]2[C:8]([C:9]([C:19](=[O:26])[CH2:20][C:21]([N:2]([CH3:3])[CH3:1])=[O:22])=[C:10]([C:15]([O:17][CH3:18])=[O:16])[N:11]2[CH3:14])=[CH:7][CH:6]=1. Procedure: A stream of gaseous dimethylamine is passed into a mixture of 15 g (44.4 mmol) of ethyl 3-[6-chloro-2-(methoxycarbonyl)-1-methyl-1H-indol-3-yl]-3-oxo-propanoate, obtained in step 2.1., and 0.2 g (1.63 mmol) of 4-(N,N-dimethyl)aminopyridine in 100 ml of toluene. Immediately a condenser, surmounted by a balloon flask, is fitted and the solution is stirred at 100° C. under low pressure for 20 h. The mixture is cooled to ambient temperature and concentrated under reduced pressure and the residue is ... Starting materials: O1COC2=C1C=CC(=C2)N2N=C(C=1CCC3=C(C21)C=C(C=C3)NC(=O)C=3C(=NC=CC3)Cl)C(=O)N (1-(1,3-benzodioxol-5-yl)-8-{[(2-chloropyridin-3-yl)carbonyl]amino}-4,5-dihydro-1H-benzo[g]indazole-3-carboxamide), N (ammonia). The solvent is C(C)O (ethanol). Conditions: temperature 100 celsius, time 8 hour. Yields the product NC1=CC2=C(CCC=3C(=NN(C23)C2=CC3=C(OCO3)C=C2)C(=O)N)C=C1 (8-amino-1-(1,3-benzodioxol-5-yl)-4,5-dihydro-1H-benzo[g]indazole-3-carboxamide). As a reaction SMILES: [O:1]1[C:5]2[CH:6]=[CH:7][C:8]([N:10]3[C:18]4[C:17]5[CH:19]=[C:20]([NH:23]C(C6C(Cl)=NC=CC=6)=O)[CH:21]=[CH:22][C:16]=5[CH2:15][CH2:14][C:13]=4[C:12]([C:33]([NH2:35])=[O:34])=[N:11]3)=[CH:9][C:4]=2[O:3][CH2:2]1.N>C(O)C>[NH2:23][C:20]1[CH:21]=[CH:22][C:16]2[CH2:15][CH2:14][C:13]3[C:12]([C:33]([NH2:35])=[O:34])=[N:11][N:10]([C:8]4[CH:7]=[CH:6][C:5]5[O:1][CH2:2][O:3][C:4]=5[CH:9]=4)[C:18]=3[C:17]=2[CH:19]=1. Procedure: The title product of Step 3 was dissolved in anhydrous ethanol and then an approximately equal volume of liquid ammonia was added. The resulting mixture was sealed in a pressure vessel and then stirred overnight at 100° C. After cooling, the mixture was concentrated. The residue was taken up in dichloromethane-methanol and chromatographed over silica gel using ethyl acetate as eluent to give the title compound, 890 mg, as an oil which crystallized on standing. Anal. for C19H16N4O3.0.75H2O (MW 36... The reactants are COC1=C(CC2NCCC3=C(C=CC(=C23)OC)OC)C=C(C=C1)OC (1-(2,5-Dimethoxy-benzyl)-5,8-dimethoxy-1,2,3,4-tetrahydroisoquinoline), BrCC(=O)Br (2-bromoacetyl bromide), NC1CC2=CC=CC=C2C1 (2-amino-indane). Product: COC1=C(CC2N(CCC3=C(C=CC(=C23)OC)OC)CC(=O)NC2CC3=CC=CC=C3C2)C=C(C=C1)OC (2-[1-(2,5-Dimethoxy-benzyl)-5,8-dimethoxy-3,4-dihydro-1H-isoquinolin-2-yl]-N-(indan-2-yl)-acetamide). RXN SMILES: [CH3:1][O:2][C:3]1[CH:23]=[CH:22][C:21]([O:24][CH3:25])=[CH:20][C:4]=1[CH2:5][CH:6]1[C:15]2[C:10](=[C:11]([O:18][CH3:19])[CH:12]=[CH:13][C:14]=2[O:16][CH3:17])[CH2:9][CH2:8][NH:7]1.Br[CH2:27][C:28](Br)=[O:29].[NH2:31][CH:32]1[CH2:40][C:39]2[C:34](=[CH:35][CH:36]=[CH:37][CH:38]=2)[CH2:33]1>>[CH3:1][O:2][C:3]1[CH:23]=[CH:22][C:21]([O:24][CH3:25])=[CH:20][C:4]=1[CH2:5][CH:6]1[C:15]2[C:10](=[C:11]([O:18][CH3:19])[CH:12]=[CH:13][C:14]=2[O:16][CH3:17])[CH2:9][CH2:8][N:7]1[CH2:27][C:28]([NH:31][CH:32]1[CH2:40][C:39]2[C:34](=[CH:35][CH:36]=[CH:37][CH:38]=2)[CH2:33]1)=[O:29]. Procedure details: prepared by reaction of 1-(2,5-Dimethoxy-benzyl)-5,8-dimethoxy-1,2,3,4-tetrahydroisoquinoline and 2-bromoacetyl bromide with 2-amino-indane Starting materials: [N+](=O)([O-])C=1C=C2CCCN(C2=CC1)CCCN1CCCC1 (6-nitro-1-(3-(pyrrolidin-1-yl)propyl)-1,2,3,4-tetrahydroquinoline). Reagents/catalysts: [Pd] (palladium on activated carbon). Run in C(C)O (ethanol), O1CCCC1 (tetrahydrofuran). Conditions: time 2 hour. Product: N1(CCCC1)CCCN1CCCC2=CC(=CC=C12)N (1-(3-(pyrrolidin-1-yl)propyl)-1,2,3,4-tetrahydroquinolin-6-amine). The yield is 98.4%. Reaction SMILES: [N+:1]([C:4]1[CH:5]=[C:6]2[C:11](=[CH:12][CH:13]=1)[N:10]([CH2:14][CH2:15][CH2:16][N:17]1[CH2:21][CH2:20][CH2:19][CH2:18]1)[CH2:9][CH2:8][CH2:7]2)([O-])=O>C(O)C.O1CCCC1.[Pd]>[N:17]1([CH2:16][CH2:15][CH2:14][N:10]2[C:11]3[C:6](=[CH:5][C:4]([NH2:1])=[CH:13][CH:12]=3)[CH2:7][CH2:8][CH2:9]2)[CH2:21][CH2:20][CH2:19][CH2:18]1. Reported procedure: To a stirred solution of 6-nitro-1-(3-(pyrrolidin-1-yl)propyl)-1,2,3,4-tetrahydroquinoline (270 mg, 0.933 mmol) in ethanol (5 ml) and tetrahydrofuran (5.00 ml) was added palladium on activated carbon, 10 wt. % (99 mg, 0.093 mmol). The resulting suspension was stirred under an atmosphere of hydrogen (balloon pressure) and monitored by TLC. After 2 h, the reaction mixture was filtered through a pad of celite, which was then washed with methanol. The filtrate was then concentrated, giving the desir...